Dataset: the Open Reaction Database (ORD), a public repository of structured organic reaction records. Task: describe an organic reaction: reactants, conditions, products, and yield Starting materials: BrB(Br)Br, CC#N, ClCCl, CCOCc1nc2c(N)nc3ccccc3c2n1CCCCNC(=O)C(C)C. Yields the product CC(C)C(=O)NCCCCn1c(CO)nc2c(N)nc3ccccc3c21. Reaction SMILES: [B:1]([Br:2])([Br:3])[Br:4].[CH3:33][C:34]#[N:35].[Cl:36][CH2:37][Cl:38].[NH2:5][c:6]1[n:7][c:8]2[cH:9][cH:10][cH:11][cH:12][c:13]2[c:14]2[c:15]1[n:16][c:17]([CH2:29][O:30][CH2:31][CH3:32])[n:18]2[CH2:19][CH2:20][CH2:21][CH2:22][NH:23][C:24]([CH:25]([CH3:26])[CH3:27])=[O:28]>>[NH2:5][c:6]1[n:7][c:8]2[cH:9][cH:10][cH:11][cH:12][c:13]2[c:14]2[c:15]1[n:16][c:17]([CH2:29][OH:30])[n:18]2[CH2:19][CH2:20][CH2:21][CH2:22][NH:23][C:24]([CH:25]([CH3:26])[CH3:27])=[O:28]. Yields the product FC1=CC(=C2C(NC(=NC2=C1)C1=CC(=NC=C1)C)=O)OC (7-fluoro-5-methoxy-2-(2-methyl-pyridin-4-yl)-3H-quinazolin-4-one). Procedure details: To a suspension of 5,7-difluoro-2-(2-methyl-pyridin-4-yl)-3H-quinazolin-4-one (0.30 g, 1.09 mmol) in anhydrous DMF (8 mL) was added a solution of sodium methoxide in methanol (25 wt %, 0.59 g, 10.9 mmol) and the reaction mixture was stirred at room temperature for 3 hours. Water was added, the mixture was acidified to pH approximately 5 with acetic acid, and the precipitated solid was filtered and dried under vacuum to give 7-fluoro-5-methoxy-2-(2-methyl-pyridin-4-yl)-3H-quinazolin-4-one as a li... RXN SMILES: F[C:2]1[CH:11]=[C:10]([F:12])[CH:9]=[C:8]2[C:3]=1[C:4](=[O:20])[NH:5][C:6]([C:13]1[CH:18]=[CH:17][N:16]=[C:15]([CH3:19])[CH:14]=1)=[N:7]2.[CH3:21][O-:22].[Na+].CO.O>CN(C=O)C.C(O)(=O)C>[F:12][C:10]1[CH:9]=[C:8]2[C:3]([C:4](=[O:20])[NH:5][C:6]([C:13]3[CH:18]=[CH:17][N:16]=[C:15]([CH3:19])[CH:14]=3)=[N:7]2)=[C:2]([O:22][CH3:21])[CH:11]=1 |f:1.2|. The solvent is CN(C)C=O (DMF), C(C)(=O)O (acetic acid). The reactants are O (Water), C[O-].[Na+] (sodium methoxide), CO (methanol), FC1=C2C(NC(=NC2=CC(=C1)F)C1=CC(=NC=C1)C)=O (5,7-difluoro-2-(2-methyl-pyridin-4-yl)-3H-quinazolin-4-one). Reaction conditions: time 3 hour. Starting materials: ClCCl, O=C(OO)c1cccc(Cl)c1, O=C(O)c1cccc(Cl)c1, [Na+], [OH-], CC(C)(C)c1cc(-n2nc3ccc(Sc4ccc5nn(-c6cc(C(C)(C)C)cc(C(C)(C)C)c6O)nc5c4)cc3n2)c(O)c(C(C)(C)C)c1. Yields the product CC(C)(C)c1cc(-n2nc3ccc(S(=O)(=O)c4ccc5nn(-c6cc(C(C)(C)C)cc(C(C)(C)C)c6O)nc5c4)cc3n2)c(O)c(C(C)(C)C)c1. RXN SMILES: [CH2:73]([Cl:74])[Cl:75].[Cl:1][c:2]1[cH:3][c:4]([C:9](=[O:6])[O:10][OH:11])[cH:5][cH:7][cH:8]1.[Cl:63][c:64]1[cH:65][c:66]([C:70]([OH:71])=[O:72])[cH:67][cH:68][cH:69]1.[Na+:62].[OH-:61].[S:12]([c:13]1[cH:14][c:15]2[c:16]([n:17][n:18](-[c:20]3[c:21]([OH:34])[c:22]([C:30]([CH3:31])([CH3:32])[CH3:33])[cH:23][c:24]([C:26]([CH3:27])([CH3:28])[CH3:29])[cH:25]3)[n:19]2)[cH:35][cH:36]1)[c:37]1[cH:38][c:39]2[c:40]([n:41][n:42](-[c:44]3[c:45]([OH:58])[c:46]([C:54]([CH3:55])([CH3:56])[CH3:57])[cH:47][c:48]([C:50]([CH3:51])([CH3:52])[CH3:53])[cH:49]3)[n:43]2)[cH:59][cH:60]1>>[O:6]=[S:12]([c:13]1[cH:14][c:15]2[c:16]([n:17][n:18](-[c:20]3[c:21]([OH:34])[c:22]([C:30]([CH3:31])([CH3:32])[CH3:33])[cH:23][c:24]([C:26]([CH3:27])([CH3:28])[CH3:29])[cH:25]3)[n:19]2)[cH:35][cH:36]1)([c:37]1[cH:38][c:39]2[c:40]([n:41][n:42](-[c:44]3[c:45]([OH:58])[c:46]([C:54]([CH3:55])([CH3:56])[CH3:57])[cH:47][c:48]([C:50]([CH3:51])([CH3:52])[CH3:53])[cH:49]3)[n:43]2)[cH:59][cH:60]1)=[O:61]. Reactants: COc1cccc(C2OC2C(=O)NC(C)C)c1, CC#N, [H-], [Na+], C1COCCOCCOCCOCCOCCO1, Oc1ccccc1. The product is COc1cccc(C(Oc2ccccc2)C(O)C(=O)NC(C)C)c1. Reaction SMILES: [CH3:1][CH:2]([CH3:3])[NH:4][C:5](=[O:6])[CH:7]1[O:8][CH:9]1[c:10]1[cH:11][c:12]([O:16][CH3:17])[cH:13][cH:14][cH:15]1.[CH3:45][C:46]#[N:47].[H-:25].[Na+:26].[O:27]1[CH2:28][CH2:29][O:30][CH2:31][CH2:32][O:33][CH2:34][CH2:35][O:36][CH2:37][CH2:38][O:39][CH2:40][CH2:41][O:42][CH2:43][CH2:44]1.[OH:18][c:19]1[cH:20][cH:21][cH:22][cH:23][cH:24]1>>[CH3:1][CH:2]([CH3:3])[NH:4][C:5](=[O:6])[CH:7]([CH:9]([O:8][c:19]1[cH:20][cH:21][cH:22][cH:23][cH:24]1)[c:10]1[cH:11][c:12]([O:16][CH3:17])[cH:13][cH:14][cH:15]1)[OH:27]. Reactants: [BH4-], C1CCOC1, COC(=O)c1sc(C#CC(C)(C)C)cc1N(C(=O)C1CCC(C)CC1)C1CCC(=O)CC1, Cl, [Na+], O. Yields the product COC(=O)c1sc(C#CC(C)(C)C)cc1N(C(=O)C1CCC(C)CC1)C1CCC(O)CC1. RXN SMILES: [BH4-:34].[CH2:37]1[O:38][CH2:39][CH2:40][CH2:41]1.[CH3:1][O:2][C:3](=[O:4])[c:5]1[s:6][c:7]([C:27]#[C:28][C:29]([CH3:30])([CH3:31])[CH3:32])[cH:8][c:9]1[N:10]([CH:11]1[CH2:12][CH2:13][C:14](=[O:17])[CH2:15][CH2:16]1)[C:18](=[O:19])[CH:20]1[CH2:21][CH2:22][CH:23]([CH3:26])[CH2:24][CH2:25]1.[ClH:36].[Na+:35].[OH2:33]>>[CH3:1][O:2][C:3](=[O:4])[c:5]1[s:6][c:7]([C:27]#[C:28][C:29]([CH3:30])([CH3:31])[CH3:32])[cH:8][c:9]1[N:10]([CH:11]1[CH2:12][CH2:13][CH:14]([OH:17])[CH2:15][CH2:16]1)[C:18](=[O:19])[CH:20]1[CH2:21][CH2:22][CH:23]([CH3:26])[CH2:24][CH2:25]1.